Dataset: the Open Reaction Database (ORD), a public repository of structured organic reaction records. Task: describe an organic reaction: reactants, conditions, products, and yield Starting materials: N(=NC(=O)OC(C)C)C(=O)OC(C)C (Diisopropyl azodicarboxylate), C(C)(C)(C)OC(=O)N1CC2=C(N=C(N=C2O)NC2=CC=C(C=C2)C2=CN=CO2)CC1 (tert-Butyl-4-hydroxy-2-(4-(oxazol-5-yl)phenylamino)-7,8-dihydropyrido[4,3-d]pyrimidine-6(5H)-carboxylate), C1(=CC=CC=C1)CO (phenylmethanol), C1(=CC=CC=C1)P(C1=CC=CC=C1)C1=CC=CC=C1 (triphenylphosphine), Cl (HCl). The solvent is C1CCOC1 (THF), C1CCOC1 (THF). Reaction conditions: temperature 50 celsius. Product: C(C1=CC=CC=C1)OC=1C2=C(N=C(N1)NC1=CC=C(C=C1)C1=CN=CO1)CCNC2 (4-(benzyloxy)-N-(4-(oxazol-5-yl)phenyl)-5,6,7,8-tetrahydropyrido[4,3-d]pyrimidin-2-amine). Yield: 45.5%. As a reaction SMILES: C(OC([N:8]1[CH2:30][CH2:29][C:11]2[N:12]=[C:13]([NH:17][C:18]3[CH:23]=[CH:22][C:21]([C:24]4[O:28][CH:27]=[N:26][CH:25]=4)=[CH:20][CH:19]=3)[N:14]=[C:15]([OH:16])[C:10]=2[CH2:9]1)=O)(C)(C)C.[C:31]1([CH2:37]O)[CH:36]=[CH:35][CH:34]=[CH:33][CH:32]=1.C1(P(C2C=CC=CC=2)C2C=CC=CC=2)C=CC=CC=1.N(C(OC(C)C)=O)=NC(OC(C)C)=O.Cl>C1COCC1>[CH2:37]([O:16][C:15]1[C:10]2[CH2:9][NH:8][CH2:30][CH2:29][C:11]=2[N:12]=[C:13]([NH:17][C:18]2[CH:19]=[CH:20][C:21]([C:24]3[O:28][CH:27]=[N:26][CH:25]=3)=[CH:22][CH:23]=2)[N:14]=1)[C:31]1[CH:36]=[CH:35][CH:34]=[CH:33][CH:32]=1. Reported procedure: tert-Butyl-4-hydroxy-2-(4-(oxazol-5-yl)phenylamino)-7,8-dihydropyrido[4,3-d]pyrimidine-6(5H)-carboxylate (0.2 g, 0.49 mmol, Example 3d), phenylmethanol (0.063 ml, 0.61 mmol) and triphenylphosphine (0.160 g, 0.61 mmol) in THF (5 mL) was stirred for 10 min. Diisopropyl azodicarboxylate (0.119 mL, 0.61 mmol) was added and reaction was stirred at 50° C. over night. HCl (2M aq, 2 mL) was added and the solution was heated to 75° C. for 1 h, allowing THF to evaporate. The remaining solvent was evaporat... The reactants are CC1(OCCO1)C1=CC=C(O1)CN1N=CC(=N1)N (2-[5-(2-methyl-[1,3]dioxolan-2-yl)-furan-2-ylmethyl]-2H-[1,2,3]triazol-4-ylamine), C(C)C=1OC(=C(N1)C(=O)O)C1=CC=CC=C1 (2-ethyl-5-phenyl-oxazole-4-carboxylic acid). The product is C(C)(=O)C1=CC=C(O1)CN1N=CC(=N1)NC(=O)C=1N=C(OC1C1=CC=CC=C1)CC (2-Ethyl-5-phenyl-oxazole-4-carboxylic acid [2-(5-acetyl-furan-2-ylmethyl)-2H-[1,2,3]triazol-4-yl]-amide). As a reaction SMILES: [CH3:1][C:2]1([C:7]2[O:11][C:10]([CH2:12][N:13]3[N:17]=[C:16]([NH2:18])[CH:15]=[N:14]3)=[CH:9][CH:8]=2)[O:6]CCO1.[CH2:19]([C:21]1[O:22][C:23]([C:29]2[CH:34]=[CH:33][CH:32]=[CH:31][CH:30]=2)=[C:24]([C:26](O)=[O:27])[N:25]=1)[CH3:20]>>[C:2]([C:7]1[O:11][C:10]([CH2:12][N:13]2[N:17]=[C:16]([NH:18][C:26]([C:24]3[N:25]=[C:21]([CH2:19][CH3:20])[O:22][C:23]=3[C:29]3[CH:30]=[CH:31][CH:32]=[CH:33][CH:34]=3)=[O:27])[CH:15]=[N:14]2)=[CH:9][CH:8]=1)(=[O:6])[CH3:1]. Procedure details: Following general procedure A followed by L, starting from 2-[5-(2-methyl-[1,3]dioxolan-2-yl)-furan-2-ylmethyl]-2H-[1,2,3]triazol-4-ylamine and 2-ethyl-5-phenyl-oxazole-4-carboxylic acid. Reaction conditions: time 8 hour. Starting materials: CC1=C(C(NC(N1)=S)C1=CC(=CC=C1)[N+](=O)[O-])C(=O)OCC (1,2,3,4-tetrahydro-6-methyl-4-(3-nitrophenyl)-2-thioxo-5-pyrimidinecarboxylic acid, ethyl ester), C([O-])([O-])=O.[K+].[K+] (potassium carbonate), C(C1=CC=CC=C1)Br (benzyl bromide). Run in CC(=O)C (acetone). Product: CC1=C(C(N=C(N1)SCC1=CC=CC=C1)C1=CC(=CC=C1)[N+](=O)[O-])C(=O)OCC (1,4-dihydro-6-methyl-4-(3-nitrophenyl)-2-[(phenylmethyl)thio]-5-pyrimidinecarboxylic acid, ethyl ester). Procedure: A suspension of 1,2,3,4-tetrahydro-6-methyl-4-(3-nitrophenyl)-2-thioxo-5-pyrimidinecarboxylic acid, ethyl ester (400 mg., 1.24 mmole), potassium carbonate (270 mg., 2.0 mmole) and benzyl bromide (240 mg., 1.4 mmole) in acetone (7.0 ml.) is stirred at room temperature overnight. The solid is filtered off and the filtrate is diluted with ethyl acetate. The solution is washed with water and brine, and is dried over anhydrous magnesium sulfate. Evaporation of the solvent provides a light yellow soli... Reaction SMILES: [CH3:1][C:2]1[NH:7][C:6](=[S:8])[NH:5][CH:4]([C:9]2[CH:14]=[CH:13][CH:12]=[C:11]([N+:15]([O-:17])=[O:16])[CH:10]=2)[C:3]=1[C:18]([O:20][CH2:21][CH3:22])=[O:19].C(=O)([O-])[O-].[K+].[K+].[CH2:29](Br)[C:30]1[CH:35]=[CH:34][CH:33]=[CH:32][CH:31]=1>CC(C)=O>[CH3:1][C:2]1[NH:7][C:6]([S:8][CH2:29][C:30]2[CH:35]=[CH:34][CH:33]=[CH:32][CH:31]=2)=[N:5][CH:4]([C:9]2[CH:14]=[CH:13][CH:12]=[C:11]([N+:15]([O-:17])=[O:16])[CH:10]=2)[C:3]=1[C:18]([O:20][CH2:21][CH3:22])=[O:19] |f:1.2.3|. Reactants: CC#N, ClC(Cl)(Cl)Cl, O=[N+]([O-])c1cc(C(F)(F)F)c(F)cc1C(Cl)=C(Cl)Cl, [O-][I+3]([O-])([O-])[O-], [Na+], O, O, Cl[Ru](Cl)Cl. Yields the product O=C(O)c1cc(F)c(C(F)(F)F)cc1[N+](=O)[O-]. RXN SMILES: [C:6](#[N:7])[CH3:8].[Cl:1][C:2]([Cl:3])([Cl:4])[Cl:5].[F:9][c:10]1[c:11]([C:24]([F:25])([F:26])[F:27])[cH:12][c:13]([N+:21](=[O:22])[O-:23])[c:14]([C:16]([Cl:17])=[C:18]([Cl:19])[Cl:20])[cH:15]1.[I+3:28]([O-:29])([O-:30])([O-:31])[O-:32].[Na+:33].[OH2:34].[OH2:35].[Ru:36]([Cl:37])([Cl:38])[Cl:39]>>[F:9][c:10]1[c:11]([C:24]([F:25])([F:26])[F:27])[cH:12][c:13]([N+:21](=[O:22])[O-:23])[c:14]([C:16]([OH:29])=[O:34])[cH:15]1.